Dataset: the Open Reaction Database (ORD), a public repository of structured organic reaction records. Task: describe an organic reaction: reactants, conditions, products, and yield Reaction conditions: time 1 hour. Starting materials: C(CCC)N1CC2CNCC(C1)C2(C)C (7-(n-butyl)-9,9-dimethyl-3,7-diazabicyclo[3.3.1]nonane), C(#N)C1=CC=C(C=C1)S(=O)(=O)Cl (4-cyanobenzenesulfonyl chloride), ice. RXN SMILES: [C:1]([C:3]1[CH:8]=[CH:7][C:6]([S:9]([Cl:12])(=[O:11])=[O:10])=[CH:5][CH:4]=1)#[N:2].[CH2:13]([N:17]1[CH2:24][CH:23]2[C:25]([CH3:27])([CH3:26])[CH:19]([CH2:20][NH:21][CH2:22]2)[CH2:18]1)[CH2:14][CH2:15][CH3:16]>ClCCl>[ClH:12].[CH2:13]([N:17]1[CH2:18][CH:19]2[C:25]([CH3:26])([CH3:27])[CH:23]([CH2:22][N:21]([S:9]([C:6]3[CH:7]=[CH:8][C:3]([C:1]#[N:2])=[CH:4][CH:5]=3)(=[O:11])=[O:10])[CH2:20]2)[CH2:24]1)[CH2:14][CH2:15][CH3:16] |f:3.4|. Solvent: ClCCl (dichloromethane), ClCCl (dichloromethane). The product is Cl.C(CCC)N1CC2CN(CC(C1)C2(C)C)S(=O)(=O)C2=CC=C(C=C2)C#N (7-(n-butyl)-3-[(4-cyanophenyl)sulfonyl]-9,9-dimethyl-3,7-diazabicyclo[3.3.1]nonane hydrochloride). Isolated yield 53.9%. Procedure details: A solution of 2.5 g of 4-cyanobenzenesulfonyl chloride in 20 ml of dichloromethane was added dropwise with ice-cooling to a solution of 2.37 g of 7-(n-butyl)-9,9-dimethyl-3,7-diazabicyclo[3.3.1]nonane in 30 ml of dichloromethane. The ice-cooling was then removed, and the reaction mixture was stirred at room temperature for one hour. The hydrochloride of the title compound was thereupon deposited as a white precipitate. The crystals were filtered out with suction and dried at 60° C. in a vacuum d... Reactants: NC=1C=2N(C=C(C1C#N)C1=C(C=C(C=C1)Cl)Cl)C(=CN2)N2CCOCC2 (8-amino-6-(2,4-dichloro-phenyl)-3-morpholin-4-yl-imidazo[1,2-a]pyridine-7-carbonitrile), B.C1CCOC1 (BH3.THF), CO (MeOH), Cl (HCl). Reagents/catalysts: O1CCOCC1 (dioxane). The solvent is C1CCOC1 (THF). Conditions: temperature 0 celsius. Yields the product NCC1=C(C=2N(C=C1C1=C(C=C(C=C1)Cl)Cl)C(=CN2)N2CCOCC2)N (7-Aminomethyl-6-(2,4-dichloro-phenyl)-3-morpholin-4-yl-imidazo[1,2-a]pyridin-8-ylamine). The yield is 26.6%. RXN SMILES: [NH2:1][C:2]1[C:3]2[N:4]([C:18]([N:21]3[CH2:26][CH2:25][O:24][CH2:23][CH2:22]3)=[CH:19][N:20]=2)[CH:5]=[C:6]([C:10]2[CH:15]=[CH:14][C:13]([Cl:16])=[CH:12][C:11]=2[Cl:17])[C:7]=1[C:8]#[N:9].B.C1COCC1.Cl.CO>C1COCC1.O1CCOCC1>[NH2:9][CH2:8][C:7]1[C:6]([C:10]2[CH:15]=[CH:14][C:13]([Cl:16])=[CH:12][C:11]=2[Cl:17])=[CH:5][N:4]2[C:18]([N:21]3[CH2:26][CH2:25][O:24][CH2:23][CH2:22]3)=[CH:19][N:20]=[C:3]2[C:2]=1[NH2:1] |f:1.2|. Reported procedure: To a solution of 8-amino-6-(2,4-dichloro-phenyl)-3-morpholin-4-yl-imidazo[1,2-a]pyridine-7-carbonitrile (112 mg, 0.29 mmol) in THF (4 mL) was added a BH3.THF complex (1.0 M solution in THF, 1.2 mL, 1.2 mmol) followed by a 4M HCl solution in dioxane (2 drops). The reaction mixture was stirred and refluxed for 3 h, then cooled to 0° C. (ice bath) and poured into MeOH. The mixture was concentrated under vacuum, the remaining residue was dissolved in a 2M HCl solution in water, and the mixture was w... Reactants: COC(=O)C(Cc1ccc(-c2ccc(C#N)cc2)cc1)NC(=O)C1Cc2cc3c(cc2CN1S(=O)(=O)c1ccc(-c2csc(NC(C)=O)n2)cc1)OC(c1ccc(OCc2ccc(Cl)c(Cl)c2)cc1)CO3, Cl. The product is COC(=O)C(Cc1ccc(-c2ccc(C#N)cc2)cc1)NC(=O)C1Cc2cc3c(cc2CN1S(=O)(=O)c1ccc(-c2csc(N)n2)cc1)OC(c1ccc(OCc2ccc(Cl)c(Cl)c2)cc1)CO3. As a reaction SMILES: [CH3:1][O:2][C:3]([CH:4]([CH2:5][c:6]1[cH:7][cH:8][c:9](-[c:12]2[cH:13][cH:14][c:15]([C:18]#[N:19])[cH:16][cH:17]2)[cH:10][cH:11]1)[NH:20][C:21](=[O:22])[CH:23]1[N:24]([S:53](=[O:54])(=[O:55])[c:56]2[cH:57][cH:58][c:59](-[c:62]3[n:63][c:64]([NH:67][C:68](=[O:69])[CH3:70])[s:65][cH:66]3)[cH:60][cH:61]2)[CH2:25][c:26]2[cH:27][c:28]3[c:29]([cH:30][c:31]2[CH2:32]1)[O:33][CH2:34][CH:35]([c:37]1[cH:38][cH:39][c:40]([O:43][CH2:44][c:45]2[cH:46][c:47]([Cl:52])[c:48]([Cl:51])[cH:49][cH:50]2)[cH:41][cH:42]1)[O:36]3)=[O:71].[ClH:72]>>[CH3:1][O:2][C:3]([CH:4]([CH2:5][c:6]1[cH:7][cH:8][c:9](-[c:12]2[cH:13][cH:14][c:15]([C:18]#[N:19])[cH:16][cH:17]2)[cH:10][cH:11]1)[NH:20][C:21](=[O:22])[CH:23]1[N:24]([S:53](=[O:54])(=[O:55])[c:56]2[cH:57][cH:58][c:59](-[c:62]3[n:63][c:64]([NH2:67])[s:65][cH:66]3)[cH:60][cH:61]2)[CH2:25][c:26]2[cH:27][c:28]3[c:29]([cH:30][c:31]2[CH2:32]1)[O:33][CH2:34][CH:35]([c:37]1[cH:38][cH:39][c:40]([O:43][CH2:44][c:45]2[cH:46][c:47]([Cl:52])[c:48]([Cl:51])[cH:49][cH:50]2)[cH:41][cH:42]1)[O:36]3)=[O:71].